Dataset: the Open Reaction Database (ORD), a public repository of structured organic reaction records. Task: describe an organic reaction: reactants, conditions, products, and yield As a reaction SMILES: [CH2:1]([Sn:5]([Cl:8])([Cl:7])[Cl:6])[CH2:2][CH2:3][CH3:4].[Na].[F:10][C:11]([F:16])([F:15])[C:12]([OH:14])=[O:13]>>[F:10][C:11]([F:16])([F:15])[C:12]([O-:14])=[O:13].[CH2:1]([Sn+:5]([Cl:7])[Cl:6])[CH2:2][CH2:3][CH3:4].[CH2:1]([Sn:5]([Cl:8])([Cl:7])[Cl:6])[CH2:2][CH2:3][CH3:4] |f:3.4,^1:8|. Product: FC(C(=O)[O-])(F)F.C(CCC)[Sn+](Cl)Cl (monobutyldichlorotin trifluoroacetate), C(CCC)[Sn](Cl)(Cl)Cl (monobutyltin trichloride). Procedure details: A reaction mixture of monobutyltin trichloride (200 g., 0.7 moles) and the sodium salt of trifluoroacetic acid (10 g., 0.07 moles) were heated at 70° C. for 3 hours and allowed to stand overnight at room temperature. The sodium chloride by-product and unreacted sodium salt were filtered. A liquid coating composition of about 12 wt.% monobutyldichlorotin trifluoroacetate and 88 wt% monobutyltin trichloride was produced in situ. Run at time 8 hour. Starting materials: C(CCC)[Sn](Cl)(Cl)Cl (monobutyltin trichloride), [Na] (sodium), FC(C(=O)O)(F)F (trifluoroacetic acid). Reactants: N1=NN(C2=NC=CC=C21)OC(=O)C2=C(NC(=C2C)\C=C\2/C(NC1=CC=C(C=C21)S(=O)(=O)CC2=C(C=CC=C2Cl)Cl)=O)C (5-[5-(2,6-dichloro-phenylmethanesulfonyl)-2-oxo-1,2-dihydro-indol-(3Z)-ylidenemethyl]-2,4-dimethyl-1H-pyrrole-3-carboxylic acid [1,2,3]triazolo[4,5-b]pyridin-3-yl ester), Cl.FCCN (2-fluoro-ethylamine hydrochloride salt). Solvent: CC(=O)N(C)C (DMA). Reaction conditions: time 2 hour. Yields the product FCCNC(=O)C1=C(NC(=C1C)\C=C\1/C(NC2=CC=C(C=C12)S(=O)(=O)CC1=C(C=CC=C1Cl)Cl)=O)C (5-[5-(2,6-Dichloro-phenylmethanesulfonyl)-2-oxo-1,2-dihydro-indol-(3Z)-ylidenemethyl]-2,4-dimethyl-1H-pyrrole-3-carboxylic acid (2-Fluoro-ethyl)-amide). RXN SMILES: N1C2C(=NC=CC=2)N(O[C:11]([C:13]2[C:17]([CH3:18])=[C:16](/[CH:19]=[C:20]3\[C:21](=[O:41])[NH:22][C:23]4[C:28]\3=[CH:27][C:26]([S:29]([CH2:32][C:33]3[C:38]([Cl:39])=[CH:37][CH:36]=[CH:35][C:34]=3[Cl:40])(=[O:31])=[O:30])=[CH:25][CH:24]=4)[NH:15][C:14]=2[CH3:42])=[O:12])N=1.Cl.[F:44][CH2:45][CH2:46][NH2:47]>CC(N(C)C)=O>[F:44][CH2:45][CH2:46][NH:47][C:11]([C:13]1[C:17]([CH3:18])=[C:16](/[CH:19]=[C:20]2\[C:21](=[O:41])[NH:22][C:23]3[C:28]\2=[CH:27][C:26]([S:29]([CH2:32][C:33]2[C:38]([Cl:39])=[CH:37][CH:36]=[CH:35][C:34]=2[Cl:40])(=[O:30])=[O:31])=[CH:25][CH:24]=3)[NH:15][C:14]=1[CH3:42])=[O:12] |f:1.2|. Procedure: To a solution of 5-[5-(2,6-dichloro-phenylmethanesulfonyl)-2-oxo-1,2-dihydro-indol-(3Z)-ylidenemethyl]-2,4-dimethyl-1H-pyrrole-3-carboxylic acid [1,2,3]triazolo[4,5-b]pyridin-3-yl ester (100 mg, 0.162 mmol) in DMA (2 mL) was added 2-fluoro-ethylamine hydrochloride salt (32 mg, 2 eq.). The mixture was stirred at rt for 2 hours. The reaction was concentrated, diluted with DCM, washed with sat. NaHCO3 and water, concentrated and triturated with methanol to give the titled compound as a yellow solid...